From a dataset of the Open Reaction Database (ORD), a public repository of structured organic reaction records. describe an organic reaction: reactants, conditions, products, and yield Starting materials: O=c1[nH]nc(Cl)c2cc(Br)ccc12, CC(C)(C)[O-], CCOC(C)=O, NCc1ccccc1Cl, [Na+], O=C(C=Cc1ccccc1)C=Cc1ccccc1, O=C(C=Cc1ccccc1)C=Cc1ccccc1, O=C(C=Cc1ccccc1)C=Cc1ccccc1, [Pd], [Pd]. Yields the product O=c1[nH]nc(Cl)c2cc(NCc3ccccc3Cl)ccc12. Reaction SMILES: [Br:1][c:2]1[cH:3][c:4]2[c:5]([Cl:13])[n:6][nH:7][c:8](=[O:12])[c:9]2[cH:10][cH:11]1.[CH3:23][C:24]([CH3:25])([O-:26])[CH3:27].[CH3:29][CH2:30][O:31][C:32]([CH3:33])=[O:34].[Cl:14][c:15]1[c:16]([CH2:17][NH2:18])[cH:19][cH:20][cH:21][cH:22]1.[Na+:28].[O:37]=[C:38]([CH:39]=[CH:40][c:41]1[cH:42][cH:43][cH:44][cH:45][cH:46]1)[CH:47]=[CH:48][c:49]1[cH:50][cH:51][cH:52][cH:53][cH:54]1.[O:55]=[C:56]([CH:57]=[CH:58][c:59]1[cH:60][cH:61][cH:62][cH:63][cH:64]1)[CH:65]=[CH:66][c:67]1[cH:68][cH:69][cH:70][cH:71][cH:72]1.[O:73]=[C:74]([CH:75]=[CH:76][c:77]1[cH:78][cH:79][cH:80][cH:81][cH:82]1)[CH:83]=[CH:84][c:85]1[cH:86][cH:87][cH:88][cH:89][cH:90]1.[Pd:35].[Pd:36]>>[c:2]1([NH:18][CH2:17][c:16]2[c:15]([Cl:14])[cH:22][cH:21][cH:20][cH:19]2)[cH:3][c:4]2[c:5]([Cl:13])[n:6][nH:7][c:8](=[O:12])[c:9]2[cH:10][cH:11]1. Reactants: CN(C)C=O, CC(C)OC(=O)c1nc2ccc(Cl)nn2n1, [H-], [Na+], O, OCCCN1CCC(OC(c2ccccc2)c2ccccc2)CC1. The product is CC(C)OC(=O)c1nc2ccc(OCCCN3CCC(OC(c4ccccc4)c4ccccc4)CC3)nn2n1. As a reaction SMILES: [CH3:44][N:45]([CH3:46])[CH:47]=[O:48].[CH:27]([CH3:28])([CH3:29])[O:30][C:31](=[O:32])[c:33]1[n:34][n:35]2[n:36][c:37]([Cl:42])[cH:38][cH:39][c:40]2[n:41]1.[H-:25].[Na+:26].[OH2:43].[c:1]1([CH:7]([O:8][CH:9]2[CH2:10][CH2:11][N:12]([CH2:15][CH2:16][CH2:17][OH:18])[CH2:13][CH2:14]2)[c:19]2[cH:20][cH:21][cH:22][cH:23][cH:24]2)[cH:2][cH:3][cH:4][cH:5][cH:6]1>>[c:1]1([CH:7]([O:8][CH:9]2[CH2:10][CH2:11][N:12]([CH2:15][CH2:16][CH2:17][O:18][c:37]3[n:36][n:35]4[n:34][c:33]([C:31]([O:30][CH:27]([CH3:28])[CH3:29])=[O:32])[n:41][c:40]4[cH:39][cH:38]3)[CH2:13][CH2:14]2)[c:19]2[cH:20][cH:21][cH:22][cH:23][cH:24]2)[cH:2][cH:3][cH:4][cH:5][cH:6]1.